From a dataset of the Open Reaction Database (ORD), a public repository of structured organic reaction records. describe an organic reaction: reactants, conditions, products, and yield The reactants are CCCc1cc(C)[nH]c(=O)c1CNC(=O)c1cc(-c2ccc(C=O)nc2)cc(N(CC)C2CCOCC2)c1C, C1COCCN1, ClCCCl. Product: CCCc1cc(C)[nH]c(=O)c1CNC(=O)c1cc(-c2ccc(CN3CCOCC3)nc2)cc(N(CC)C2CCOCC2)c1C. As a reaction SMILES: [CH2:1]([CH3:2])[N:3]([c:4]1[c:5]([CH3:33])[c:6]([C:7](=[O:8])[NH:9][CH2:10][c:11]2[c:12](=[O:21])[nH:13][c:14]([CH3:20])[cH:15][c:16]2[CH2:17][CH2:18][CH3:19])[cH:22][c:23](-[c:25]2[cH:26][n:27][c:28]([CH:31]=[O:32])[cH:29][cH:30]2)[cH:24]1)[CH:34]1[CH2:35][CH2:36][O:37][CH2:38][CH2:39]1.[CH2:40]1[CH2:41][O:42][CH2:43][CH2:44][NH:45]1.[CH2:46]([Cl:47])[CH2:48][Cl:49]>>[CH2:1]([CH3:2])[N:3]([c:4]1[c:5]([CH3:33])[c:6]([C:7](=[O:8])[NH:9][CH2:10][c:11]2[c:12](=[O:21])[nH:13][c:14]([CH3:20])[cH:15][c:16]2[CH2:17][CH2:18][CH3:19])[cH:22][c:23](-[c:25]2[cH:26][n:27][c:28]([CH2:31][N:45]3[CH2:40][CH2:41][O:42][CH2:43][CH2:44]3)[cH:29][cH:30]2)[cH:24]1)[CH:34]1[CH2:35][CH2:36][O:37][CH2:38][CH2:39]1. Product: NC=1C(NC(N(C1N)CC1=CC=CO1)=O)=O (5,6-diamino-1-furfuryluracil). Reported procedure: 6-Amino-1-furfuryluracil (3.0 g, 14.5-mmol) was dissolved with heating in 30% aqueous acetic acid (30 ml) and then a solution of sodium nitrite (1.7 g, 24.6 mmol) in water (5 ml) was added dropwise. The reaction was heated to 70° C. for 30 min and then cooled to 0° C. The solids were collected by filtration and rinsed with cold water (20 ml). The solids were dissolved into concentrated aqueous ammonium hydroxide solution (10 ml) and then a solution of sodium hydrosulfite (9.8 g, 47.8 mmol) in wa... Reaction SMILES: [NH2:1][C:2]1[N:7]([CH2:8][C:9]2[O:13][CH:12]=[CH:11][CH:10]=2)[C:6](=[O:14])[NH:5][C:4](=[O:15])[CH:3]=1.[N:16]([O-])=O.[Na+].S(S([O-])=O)([O-])=O.[Na+].[Na+]>C(O)(=O)C.O>[NH2:16][C:3]1[C:4](=[O:15])[NH:5][C:6](=[O:14])[N:7]([CH2:8][C:9]2[O:13][CH:12]=[CH:11][CH:10]=2)[C:2]=1[NH2:1] |f:1.2,3.4.5|. Run at temperature 70 celsius. Yield: 53.4%. The reactants are NC1=CC(NC(N1CC1=CC=CO1)=O)=O (6-Amino-1-furfuryluracil), N(=O)[O-].[Na+] (sodium nitrite), S(=O)([O-])S(=O)[O-].[Na+].[Na+] (sodium hydrosulfite). Solvent: O (water), O (water), C(C)(=O)O (acetic acid). Reactants: COC(\C(=C\C1=C(C=CC=C1)O)\C)=O ((E)-3-(2-hydroxy-phenyl)-2-methyl-acrylic acid methyl ester), COC(C=P(C1=CC=CC=C1)(C1=CC=CC=C1)C1=CC=CC=C1)=O (methyl(triphenyl-phosphoranylidene)acetate), C(C=1C(O)=CC=CC1)=O (salicylaldehyde). Product: COC(\C=C\C1=C(C=CC=C1)O)=O ((E)-3-(2-Hydroxy-phenyl)-acrylic acid methyl ester). RXN SMILES: [CH3:1][O:2][C:3](=[O:14])/[C:4](/C)=[CH:5]/[C:6]1[CH:11]=[CH:10][CH:9]=[CH:8][C:7]=1[OH:12].COC(=O)C=P(C1C=CC=CC=1)(C1C=CC=CC=1)C1C=CC=CC=1.C(=O)C1C(=CC=CC=1)O>>[CH3:1][O:2][C:3](=[O:14])/[CH:4]=[CH:5]/[C:6]1[CH:11]=[CH:10][CH:9]=[CH:8][C:7]=1[OH:12]. Procedure: According to the procedure of Example 1, (E)-3-(2-hydroxy-phenyl)-2-methyl-acrylic acid methyl ester was prepared from methyl(triphenyl-phosphoranylidene)acetate and salicylaldehyde. Conditions: temperature 100 celsius, time 8 hour. The solvent is CN(C=O)C (N,N-dimethylformamide). The product is CN1N=C(C=C(C1=O)C)C1=CC=C(C=C1)[C@H](C)N1C(O[C@](CC1)(C1=CC=CC=C1)CC(C)(C)O)=O (3-{(S)-1-[4-(1,5-Dimethyl-6-oxo-1,6-dihydro-pyridazin-3-yl)-phenyl]-ethyl}-(S)-6-(2-hydroxy-2-methyl-propyl)-6-phenyl-[1,3]oxazinan-2-one). Reaction SMILES: C([O-])([O-])=O.[Na+].[Na+].[OH:7][C:8]([CH3:41])([CH3:40])[CH2:9][C@@:10]1([C:34]2[CH:39]=[CH:38][CH:37]=[CH:36][CH:35]=2)[O:15][C:14](=[O:16])[N:13]([C@H:17]([C:19]2[CH:24]=[CH:23][C:22](B3OC(C)(C)C(C)(C)O3)=[CH:21][CH:20]=2)[CH3:18])[CH2:12][CH2:11]1.Cl[C:43]1[CH:44]=[C:45]([CH3:51])[C:46](=[O:50])[N:47]([CH3:49])[N:48]=1>CN(C)C=O>[CH3:49][N:47]1[C:46](=[O:50])[C:45]([CH3:51])=[CH:44][C:43]([C:22]2[CH:21]=[CH:20][C:19]([C@@H:17]([N:13]3[CH2:12][CH2:11][C@:10]([CH2:9][C:8]([OH:7])([CH3:40])[CH3:41])([C:34]4[CH:39]=[CH:38][CH:37]=[CH:36][CH:35]=4)[O:15][C:14]3=[O:16])[CH3:18])=[CH:24][CH:23]=2)=[N:48]1 |f:0.1.2|. Starting materials: C(=O)([O-])[O-].[Na+].[Na+] (Na2CO3), OC(C[C@@]1(CCN(C(O1)=O)[C@@H](C)C1=CC=C(C=C1)B1OC(C(O1)(C)C)(C)C)C1=CC=CC=C1)(C)C ((S)-6-(2-hydroxy-2-methylpropyl)-6-phenyl-3-[(S)-1-(4-(4,4,5,5-tetramethyl-1,3,2-dioxaborolan-2-yl)phenyl)ethyl]-1,3-oxazinan-2-one), ClC=1C=C(C(N(N1)C)=O)C (6-chloro-2,4-dimethyl-2H-pyridazin-3-one). Procedure: 2 M aqueous Na2CO3 solution (0.31 mL) was added to a solution of (S)-6-(2-hydroxy-2-methylpropyl)-6-phenyl-3-[(S)-1-(4-(4,4,5,5-tetramethyl-1,3,2-dioxaborolan-2-yl)phenyl)ethyl]-1,3-oxazinan-2-one (0.15 g) and 6-chloro-2,4-dimethyl-2H-pyridazin-3-one (75 mg) in N,N-dimethylformamide (1 mL). The resulting mixture was sparged with argon for 10 min, before [1,1′-bis(diphenylphosphino)ferrocene]-dichloropalladium(II)dichloromethane complex (15 mg) was added. The mixture was heated to 100° C. and sti...